Dataset: the Open Reaction Database (ORD), a public repository of structured organic reaction records. Task: describe an organic reaction: reactants, conditions, products, and yield Starting materials: C1CCOC1, CCN(C(C)C)C(C)C, Clc1cccc(Nc2nccc(Cl)n2)c1, CC(C)(C)OC(=O)N1CCCC1CN. Product: CC(C)(C)OC(=O)N1CCCC1CNc1ccnc(Nc2cccc(Cl)c2)n1. Reaction SMILES: [CH2:39]1[O:40][CH2:41][CH2:42][CH2:43]1.[CH:30]([N:31]([CH:32]([CH3:33])[CH3:34])[CH2:35][CH3:36])([CH3:37])[CH3:38].[Cl:1][c:2]1[n:3][c:4]([NH:8][c:9]2[cH:10][c:11]([Cl:15])[cH:12][cH:13][cH:14]2)[n:5][cH:6][cH:7]1.[NH2:16][CH2:17][CH:18]1[N:19]([C:23](=[O:24])[O:25][C:26]([CH3:27])([CH3:28])[CH3:29])[CH2:20][CH2:21][CH2:22]1>>[c:2]1([NH:16][CH2:17][CH:18]2[N:19]([C:23](=[O:24])[O:25][C:26]([CH3:27])([CH3:28])[CH3:29])[CH2:20][CH2:21][CH2:22]2)[n:3][c:4]([NH:8][c:9]2[cH:10][c:11]([Cl:15])[cH:12][cH:13][cH:14]2)[n:5][cH:6][cH:7]1. Starting materials: O1CCCC1 (tetrahydrofuran), [Cl-].[Na+] (sodium chloride), C1COC2(C=CCCCC2)O1 (2-cycloheptenone ethylene ketal), [BH4-].[Na+] (sodium borohydride). The reagents and catalysts are C(C)(=O)[O-].[Hg+2].C(C)(=O)[O-] (Mercury(II) acetate). The solvent is [OH-].[Na+] (sodium hydroxide), O (water), [OH-].[Na+] (sodium hydroxide). Run at time 3 hour. Product: C1COC2(CC(CCCC2)O)O1 (3-hydroxycycloheptanone ethylene ketal). Reaction SMILES: [O:1]1CCCC1.[CH2:6]1[O:16][C:9]2([CH2:15][CH2:14][CH2:13][CH2:12][CH:11]=[CH:10]2)[O:8][CH2:7]1.[BH4-].[Na+].[Cl-].[Na+]>O.[OH-].[Na+].C([O-])(=O)C.[Hg+2].C([O-])(=O)C>[CH2:7]1[O:8][C:9]2([CH2:15][CH2:14][CH2:13][CH2:12][CH:11]([OH:1])[CH2:10]2)[O:16][CH2:6]1 |f:2.3,4.5,7.8,9.10.11|. Procedure details: Mercury(II) acetate (80.7 g, 0.25 mol) was dissolved in water (150 mL), then tetrahydrofuran (150 mL) was added to give a suspension. To this stirring suspension was added 2-cycloheptenone ethylene ketal (39 g, 0.25 mol). After stirring at ambient temperature for 3 hours, the mixture was cooled in an ice water bath. A 10% aqueous sodium hydroxide solution (150 mL) was added, followed by a solution of sodium borohydride (4.8 g, 0.13 mol) in 10% aqueous sodium hydroxide (150 mL). The mixture was a... Starting materials: iodo, ClC=1C=C(N)C=CC1Cl (3,4-dichloroaniline), I (HI), OO (H2O2). Solvent: ethyl acetate hexanes, O (H2O), hexanes. Run at time 8 hour. Yields the product ClC=1C(=C(N)C=CC1Cl)I (3,4-dichloro-2-iodoaniline), solid. Isolated yield 15.0%. Reaction SMILES: [Cl:1][C:2]1[CH:3]=[C:4]([CH:6]=[CH:7][C:8]=1[Cl:9])[NH2:5].[IH:10].OO>O>[Cl:1][C:2]1[C:3]([I:10])=[C:4]([CH:6]=[CH:7][C:8]=1[Cl:9])[NH2:5]. Reported procedure: To a stirred suspension of 3,4-dichloroaniline (20 g, 123 mmol), HI (48%, 15.7 g, 123 mmol), H2O2 (30%, 8.3 g, 246 mmol) in H2O (62 mL) at r.t. The reaction mixture was stirred in dark at r.t for overnight. The supernatant was discarded, diluted with ethyl acetate:hexanes (1:10), quenched with saturates NaHSO3, stirred for 1 h at ambient temperature, filtered the solids. The filtrate was washed with water, saturated aqueous NaHCO3, dried (Na2SO4), filtered and concentrated to get 1:4 regioisomer... Starting materials: COc1cc(N2CCN(C(=O)CCl)CC2)ccc1Cl, c1ccc(-c2ncc[nH]2)cc1. The product is COc1cc(N2CCN(C(=O)Cn3ccnc3-c3ccccc3)CC2)ccc1Cl. As a reaction SMILES: [Cl:1][CH2:2][C:3](=[O:4])[N:5]1[CH2:6][CH2:7][N:8]([c:11]2[cH:12][c:13]([O:18][CH3:19])[c:14]([Cl:17])[cH:15][cH:16]2)[CH2:9][CH2:10]1.[c:20]1(-[c:26]2[nH:27][cH:28][cH:29][n:30]2)[cH:21][cH:22][cH:23][cH:24][cH:25]1>>[CH2:2]([C:3](=[O:4])[N:5]1[CH2:6][CH2:7][N:8]([c:11]2[cH:12][c:13]([O:18][CH3:19])[c:14]([Cl:17])[cH:15][cH:16]2)[CH2:9][CH2:10]1)[n:30]1[c:26](-[c:20]2[cH:21][cH:22][cH:23][cH:24][cH:25]2)[n:27][cH:28][cH:29]1. Yields the product CCOC(=O)c1nn(-c2ccc(OOSN)cc2)c2c1CCc1ccc(N)cc1-2. As a reaction SMILES: [CH3:34][OH:35].[H:32][H:33].[NH2:1][S:2][O:3][O:4][c:5]1[cH:6][cH:7][c:8](-[n:11]2[n:12][c:13]([C:27](=[O:28])[O:29][CH2:30][CH3:31])[c:14]3[c:19]2-[c:18]2[c:17]([cH:23][cH:22][c:21]([N+:24]([O-:25])=[O:26])[cH:20]2)[CH2:16][CH2:15]3)[cH:9][cH:10]1.[O:36]=[CH:37][N:38]([CH3:39])[CH3:40]>>[NH2:1][S:2][O:3][O:4][c:5]1[cH:6][cH:7][c:8](-[n:11]2[n:12][c:13]([C:27](=[O:28])[O:29][CH2:30][CH3:31])[c:14]3[c:19]2-[c:18]2[c:17]([cH:23][cH:22][c:21]([NH2:24])[cH:20]2)[CH2:16][CH2:15]3)[cH:9][cH:10]1. Reactants: CO, [H][H], CCOC(=O)c1nn(-c2ccc(OOSN)cc2)c2c1CCc1ccc([N+](=O)[O-])cc1-2, CN(C)C=O.